This data is from the Open Reaction Database (ORD), a public repository of structured organic reaction records. The task is: describe an organic reaction: reactants, conditions, products, and yield The reactants are ClC=1C=C(C=C(C1OC1=NC=C(C=C1Br)C(F)(F)F)Cl)O (3,5-dichloro-4-(3-bromo-5-trifiuoromethyl-2-pyridyloxy)phenol), C([O-])([O-])=O.[K+].[K+] (potassium carbonate), N-dimethylformamide, ClC(=CCCl)Cl (1,1,3-trichloro-1-propene), ice water, crude product. The solvent is CN(C=O)C (N,N-dimethylformamide). Product: ClC=1C(=CC=C(C1OC1=NC=C(C=C1Br)C(F)(F)F)Cl)OCC=C(Cl)Cl (3,5-dichloro-4-(3-bromo-5-trifluoromethyl-2-pyridyloxy)-2-(3,3-dichloro-2-propenyloxy)benzene). The yield is 74.9%. As a reaction SMILES: [Cl:1][C:2]1[CH:3]=[C:4](O)[CH:5]=[C:6]([Cl:20])[C:7]=1[O:8][C:9]1[C:14]([Br:15])=[CH:13][C:12]([C:16]([F:19])([F:18])[F:17])=[CH:11][N:10]=1.[C:22](=[O:25])([O-])[O-].[K+].[K+].[Cl:28][C:29]([Cl:33])=[CH:30]CCl>CN(C)C=O>[Cl:1][C:2]1[C:3]([O:25][CH2:22][CH:30]=[C:29]([Cl:33])[Cl:28])=[CH:4][CH:5]=[C:6]([Cl:20])[C:7]=1[O:8][C:9]1[C:14]([Br:15])=[CH:13][C:12]([C:16]([F:19])([F:18])[F:17])=[CH:11][N:10]=1 |f:1.2.3|. Procedure details: To a mixture of 0.83 g of 3,5-dichloro-4-(3-bromo-5-trifiuoromethyl-2-pyridyloxy)phenol, 0.31 g of potassium carbonate and 20 ml of N-dimethylformamide, a solution prepared by dissolving 0.33 g of 1,1,3-trichloro-1-propene in 5 ml of N,N-dimethylformamide was added dropwise at room temperature with stirring. After stirring at room temperature for 7 hours, the reaction solution was poured into ice-water, and extracted twice with 50 ml of diethyl ether. Then, the ether layers were combined, washed... The reactants are C(F)(F)(C(F)(F)C(F)(F)F)OC(F)(C(F)(F)F)C(F)(F)OC(C(F)(F)F)(C(F)(F)F)C(=O)N (C3F7OCF(CF3)CF2OC(CF3)2CONH2), O=P12OP3(=O)OP(=O)(O1)OP(=O)(O2)O3 (phosphorous pentoxide). Yields the product C(F)(F)(C(F)(F)C(F)(F)F)OC(F)(C(F)(F)F)C(F)(F)OC(C(F)(F)F)(C(F)(F)F)C#N (C3F7OCF(CF3)CF2OC(CF3)2CN). Yield: 94.0%. As a reaction SMILES: [C:1]([O:11][C:12]([C:18]([O:21][C:22]([C:31]([NH2:33])=O)([C:27]([F:30])([F:29])[F:28])[C:23]([F:26])([F:25])[F:24])([F:20])[F:19])([C:14]([F:17])([F:16])[F:15])[F:13])([C:4]([C:7]([F:10])([F:9])[F:8])([F:6])[F:5])([F:3])[F:2].O=P12OP3(OP(OP(O3)(O1)=O)(=O)O2)=O>>[C:1]([O:11][C:12]([C:18]([O:21][C:22]([C:31]#[N:33])([C:27]([F:28])([F:29])[F:30])[C:23]([F:25])([F:26])[F:24])([F:19])[F:20])([C:14]([F:17])([F:16])[F:15])[F:13])([C:4]([C:7]([F:10])([F:9])[F:8])([F:6])[F:5])([F:3])[F:2]. Procedure details: A mixture of C3F7OCF(CF3)CF2OC(CF3)2CONH2 (3.81 g, 6.90 mmol) was heated with phosphorous pentoxide (9.02 g, 63.0 mmol) under nitrogen bypass at 214° C. for 3 hours. The distillate, collected during the heating period in 0° C. cooled receiver, was purified by fractionation in vacuum through traps held at -23°, -47°, -78°, and -196° C. The product, C3F7OCF(CF3)CF2OC(CF3)2CN, (3.42 g, 92% yield) VP0° C., 3 mmHg collected in the -23° and -47° C. traps was characterized by mass spectrometry. MS(70 e... Reactants: C1(=CC=CC=C1)C#CC1=C(N=C2N1C=CC=C2)CO ((3-(phenylethynyl)imidazo[1,2-a]pyridin-2-yl) methanol), [H-].[Na+] (sodium hydride), C(C)N(C(=O)Cl)CC (diethylcarbamoyl chloride). Solvent: CN(C=O)C (dimethylformamide). Run at temperature 0 celsius, time 10 minute. The product is C(C)N(C(OCC=1N=C2N(C=CC=C2)C1C#CC1=CC=CC=C1)=O)CC ((3-(phenylethynyl)imidazo[1,2-a]pyridin-2-yl)methyl diethylcarbamate). Isolated yield 72.1%. RXN SMILES: [C:1]1([C:7]#[C:8][C:9]2[N:13]3[CH:14]=[CH:15][CH:16]=[CH:17][C:12]3=[N:11][C:10]=2[CH2:18][OH:19])[CH:6]=[CH:5][CH:4]=[CH:3][CH:2]=1.[H-].[Na+].[CH2:22]([N:24]([CH2:28][CH3:29])[C:25](Cl)=[O:26])[CH3:23]>CN(C)C=O>[CH2:22]([N:24]([CH2:28][CH3:29])[C:25](=[O:26])[O:19][CH2:18][C:10]1[N:11]=[C:12]2[CH:17]=[CH:16][CH:15]=[CH:14][N:13]2[C:9]=1[C:8]#[C:7][C:1]1[CH:2]=[CH:3][CH:4]=[CH:5][CH:6]=1)[CH3:23] |f:1.2|. Procedure details: 0.1 g (0.403 mmol) of (3-(phenylethynyl)imidazo[1,2-a]pyridin-2-yl) methanol were solubilised in 3 ml of dimethylformamide with magnetic stirring. The mixture was cooled to 0° C., 0.048 g (1.208 mmol) of sodium hydride (60% by mass) were added portion wise. The mixture was stirred for 10 min at 0° C. and then 0.204 ml (1.611 mmol) of diethylcarbamoyl chloride were added. The cold bath was withdrawn, the mixture was stirred at r.t. for 2 h before being treated with 30 ml of a saturated NaCl aqueo... Starting materials: CC(=O)[O-], CCOC(=O)C(Cl)C(C)=O, CCO, Cl, O=N[O-], Nc1ccc(Cl)cc1Cl, [Na+], [Na+], O. Product: CCOC(=O)C(Cl)=NNc1ccc(Cl)cc1Cl. As a reaction SMILES: [C:15]([O-:16])(=[O:17])[CH3:18].[CH2:20]([CH3:21])[O:22][C:23]([CH:24]([C:25](=[O:26])[CH3:27])[Cl:28])=[O:29].[CH3:31][CH2:32][OH:33].[ClH:10].[N:11]([O-:12])=[O:13].[NH2:1][c:2]1[cH:3][cH:4][c:5]([Cl:6])[cH:7][c:8]1[Cl:9].[Na+:14].[Na+:19].[OH2:30]>>[NH:1]([c:2]1[cH:3][cH:4][c:5]([Cl:6])[cH:7][c:8]1[Cl:9])[N:11]=[C:24]([C:23]([O:22][CH2:20][CH3:21])=[O:29])[Cl:28]. Starting materials: BrCC(=O)OCC (ethyl 2-bromoacetate), N1(C=NC=C1)C1=NC(=CC(=N1)C#N)C (2-(1H-imidazol-1-yl)-6-methylpyrimidine-4-carbonitrile), C1CCOC1 (THF), C1CCOC1 (THF). The reagents and catalysts are [Zn] (zinc), CS(=O)(=O)O (Methanesulfonic acid). Run at temperature 67 celsius, time 1 hour. The product is N1(C=NC=C1)C1=NC(=CC(=N1)C(CC(=O)OCC)=O)C (Ethyl 3-(2-(1H-imidazol-1-yl)-6-methylpyrimidin-4-yl)-3-oxopropanoate). Reaction SMILES: [N:1]1([C:6]2[N:11]=[C:10]([C:12]#N)[CH:9]=[C:8]([CH3:14])[N:7]=2)[CH:5]=[CH:4][N:3]=[CH:2]1.Br[CH2:16][C:17]([O:19][CH2:20][CH3:21])=[O:18].C1C[O:25]CC1>[Zn].CS(O)(=O)=O>[N:1]1([C:6]2[N:11]=[C:10]([C:12](=[O:25])[CH2:16][C:17]([O:19][CH2:20][CH3:21])=[O:18])[CH:9]=[C:8]([CH3:14])[N:7]=2)[CH:5]=[CH:4][N:3]=[CH:2]1. Procedure details: Methanesulfonic acid (200 μL, 3.08 mmol) was added dropwise to a suspension of zinc powder (70.4 g, 1.08 mol) in anhydrous THF (228 mL) and the mixture was heated to 67° C. After 1 hour, a solution of 2-(1H-imidazol-1-yl)-6-methylpyrimidine-4-carbonitrile (20.0 g, 108 mmol) in THF (120 mL) was added followed by subsequent dropwise addition of ethyl 2-bromoacetate (90.8 g, 540 mmol) over a period of 1.5 h. The mixture was stirred for an additional 30 minutes at 67° C. then cooled to rt. The inorg...